This data is from the Open Reaction Database (ORD), a public repository of structured organic reaction records. The task is: describe an organic reaction: reactants, conditions, products, and yield The reactants are O=C(Cl)c1ccc(F)cc1, CN1CCC(C(=O)c2cccc(N)c2)CC1. Yields the product CN1CCC(C(=O)c2cccc(NC(=O)c3ccc(F)cc3)c2)CC1. As a reaction SMILES: [F:17][c:18]1[cH:19][cH:20][c:21]([C:22](=[O:23])[Cl:24])[cH:25][cH:26]1.[NH2:1][c:2]1[cH:3][c:4]([C:5](=[O:6])[CH:7]2[CH2:8][CH2:9][N:10]([CH3:13])[CH2:11][CH2:12]2)[cH:14][cH:15][cH:16]1>>[NH:1]([c:2]1[cH:3][c:4]([C:5](=[O:6])[CH:7]2[CH2:8][CH2:9][N:10]([CH3:13])[CH2:11][CH2:12]2)[cH:14][cH:15][cH:16]1)[C:22]([c:21]1[cH:20][cH:19][c:18]([F:17])[cH:26][cH:25]1)=[O:23]. Starting materials: ClC1=C(C(C=2C=NN(C2C1=O)C)=O)N(C1CC1)C(C)=O (6-Chloro-5-(N-acetyl-N-cyclopropylamino)-1-methyl-1H-indazole-4,7-dione), C1(CC1)N (cyclopropylamine). The solvent is C(C)O (ethanol). The product is C1(CC1)NC1=C(C(C=2C=NN(C2C1=O)C)=O)N(C1CC1)C(C)=O (6-Cyclopropylamino-5-(N-acetyl-N-cyclopropylamino)-1-methyl-1H-indazole-4,7-dione). As a reaction SMILES: Cl[C:2]1[C:10](=[O:11])[C:9]2[N:8]([CH3:12])[N:7]=[CH:6][C:5]=2[C:4](=[O:13])[C:3]=1[N:14]([C:18](=[O:20])[CH3:19])[CH:15]1[CH2:17][CH2:16]1.[CH:21]1([NH2:24])[CH2:23][CH2:22]1>C(O)C>[CH:21]1([NH:24][C:2]2[C:10](=[O:11])[C:9]3[N:8]([CH3:12])[N:7]=[CH:6][C:5]=3[C:4](=[O:13])[C:3]=2[N:14]([C:18](=[O:20])[CH3:19])[CH:15]2[CH2:17][CH2:16]2)[CH2:23][CH2:22]1. Procedure details: 6-Chloro-5-(N-acetyl-N-cyclopropylamino)-1-methyl-1H-indazole-4,7 -dione (2 grams prepared as in Example III) and cyclopropylamine (2 grams) in ethanol (25 milliliters) were heated together under reflux for 10 minutes. The solvent was then removed under reduced pressure and the residual red oil purified by chromatography on alumina using methylene chloride as eluant to yield the desired product having a melting point of 75°-78° C. The reactants are C(C)N (ethylamine), ClC1=C2C(=NC=C1)C=C(S2)C(=O)[O-].[Li+] (lithium 7-chloro-thieno[3,2-b]pyridine-2-carboxylate). Yields the product C(C)NC(=O)C1=CC2=NC=CC(=C2S1)Cl (7-Chloro-thieno[3,2-b]pyridine-2-carboxylic acid ethylamide). RXN SMILES: [CH2:1]([NH2:3])[CH3:2].[Cl:4][C:5]1[CH:10]=[CH:9][N:8]=[C:7]2[CH:11]=[C:12]([C:14]([O-])=[O:15])[S:13][C:6]=12.[Li+]>>[CH2:1]([NH:3][C:14]([C:12]1[S:13][C:6]2[C:7](=[N:8][CH:9]=[CH:10][C:5]=2[Cl:4])[CH:11]=1)=[O:15])[CH3:2] |f:1.2|. Reported procedure: The title compound was prepared from ethylamine and lithium 7-chloro-thieno[3,2-b]pyridine-2-carboxylate by a procedure analogous to Example 1B. MS: n.d.; HPLC Rf: 4.18 min; HPLC purity: 98%. The reactants are N1=CC(=CC=C1)C=O (pyridine-3-carbaldehyde), NN1C(NN=C1C)=O (4-amino-5-methyl-1,2,4-triazol-3-one). The reagents and catalysts are Cl (hydrochloric acid). The solvent is alcohol. The product is N1=CC(=CC=C1)C=NN1C(NN=C1C)=O (4-(Pyridin-3-ylmethyleneamino)-5-methyl-1,2,4-triazol-3-one). As a reaction SMILES: [NH2:1][N:2]1[C:6]([CH3:7])=[N:5][NH:4][C:3]1=[O:8].[N:9]1[CH:14]=[CH:13][CH:12]=[C:11]([CH:15]=O)[CH:10]=1>Cl>[N:9]1[CH:14]=[CH:13][CH:12]=[C:11]([CH:15]=[N:1][N:2]2[C:6]([CH3:7])=[N:5][NH:4][C:3]2=[O:8])[CH:10]=1. Reported procedure: A mixture of 5.7 g of 4-amino-5-methyl-1,2,4-triazol-3-one and 100 ml of alcohol is heated to the reflux temperature and 5.4 g of pyridine-3-carbaldehyde and 2 drops of 6N hydrochloric acid are added thereto. After 14 hours under reflux the reaction mixture is cooled to 20°. The product that has precipitated is then filtered off with suction and dried under a high vacuum. 3.4 g of the title compound having a melting point of 208-210° are obtained. The reactants are C(CCC)N=CC1=C(C=CC=C1CC)CC (butyl-(2,6-diethyl-benzylidene)-amine), OS(=O)(=O)O (H2SO4). The solvent is CCOC(=O)C (EtOAc), O (water). Yields the product C(C)C1=C(C=O)C(=CC=C1)CC (2,6-diethyl-benzaldehyde). Isolated yield 87.7%. As a reaction SMILES: C(N=[CH:6][C:7]1[C:12]([CH2:13][CH3:14])=[CH:11][CH:10]=[CH:9][C:8]=1[CH2:15][CH3:16])CCC.[OH:17]S(O)(=O)=O>O.CCOC(C)=O>[CH2:15]([C:8]1[CH:9]=[CH:10][CH:11]=[C:12]([CH2:13][CH3:14])[C:7]=1[CH:6]=[O:17])[CH3:16]. Procedure: To a solution of butyl-(2,6-diethyl-benzylidene)-amine (1.10 g; 5.06 mmol) in water (20 mL) was added H2SO4 (5.00 ml; 93.80 mmol), and the resulting mixture was heated under reflux for 2 hours. After cooling to RT the mixture was diluted with EtOAc, and washed with water, a 5% aqueous NaHCO3-solution and brine. The organic phase was dried (Na2SO4), filtered and concentrated in vacuo to afford 2,6-diethyl-benzaldehyde (0.72 g). The reactants are COC(C1=CC=C(C=C1)[SiH](C(C)C)C(C)C)=O (4-diisopropylsilanylbenzoic acid methyl ester), [H-].[H-].[H-].[H-].[Li+].[Al+3] (LiAlH4), C(C)(=O)OCC (ethyl acetate). Solvent: ClCCl (dichloromethane), C1CCOC1 (THF). Run at time 10 minute. Yields the product OCC1=CC=C(C=C1)[SiH](C(C)C)C(C)C (4-(hydroxymethyl)phenyl-diisopropylsilane). The yield is 101.2%. As a reaction SMILES: [H-].[H-].[H-].[H-].[Li+].[Al+3].C[O:8][C:9](=O)[C:10]1[CH:15]=[CH:14][C:13]([SiH:16]([CH:20]([CH3:22])[CH3:21])[CH:17]([CH3:19])[CH3:18])=[CH:12][CH:11]=1.C(OCC)(=O)C>C1COCC1.ClCCl>[OH:8][CH2:9][C:10]1[CH:15]=[CH:14][C:13]([SiH:16]([CH:20]([CH3:22])[CH3:21])[CH:17]([CH3:18])[CH3:19])=[CH:12][CH:11]=1 |f:0.1.2.3.4.5|. Procedure details: LiAlH4 (1.2 g, 32 mmol) was dissolved in anhydrous THF (80 mL), and to this was slowly added dropwise the anhydrous THF solution (80 mL) 4-diisopropylsilanylbenzoic acid methyl ester (2) (8 g, 32 mmol). The resulting mixture was then stirred for 10 min and ethyl acetate (20 mL) was added slowly to it. The reaction mixture was diluted with dichloromethane (500 mL), and then extracted three times with 0.2 N hydrochloric acid aqueous solution (400 mL). An organic layer was collected and dehydrated ... The reactants are [C-]#N, [C-]#N, CCOC(C)=O, CN(C)C=O, CCCc1nc(Cl)nc(-c2cccc(C(F)(F)F)c2)c1C, [Pd], [Zn+2], c1ccc(P(c2ccccc2)c2ccccc2)cc1, c1ccc(P(c2ccccc2)c2ccccc2)cc1, c1ccc(P(c2ccccc2)c2ccccc2)cc1, c1ccc(P(c2ccccc2)c2ccccc2)cc1. Product: CCCc1nc(C#N)nc(-c2cccc(C(F)(F)F)c2)c1C. Reaction SMILES: [C-:33]#[N:34].[C-:36]#[N:37].[CH3:22][CH2:23][O:24][C:25](=[O:26])[CH3:27].[CH3:28][N:29]([CH3:30])[CH:31]=[O:32].[Cl:1][c:2]1[n:3][c:4](-[c:12]2[cH:13][c:14]([C:18]([F:19])([F:20])[F:21])[cH:15][cH:16][cH:17]2)[c:5]([CH3:11])[c:6]([CH2:8][CH2:9][CH3:10])[n:7]1.[Pd:38].[Zn+2:35].[c:39]1([P:40]([c:41]2[cH:42][cH:43][cH:44][cH:45][cH:46]2)[c:47]2[cH:48][cH:49][cH:50][cH:51][cH:52]2)[cH:53][cH:54][cH:55][cH:56][cH:57]1.[c:58]1([P:59]([c:60]2[cH:61][cH:62][cH:63][cH:64][cH:65]2)[c:66]2[cH:67][cH:68][cH:69][cH:70][cH:71]2)[cH:72][cH:73][cH:74][cH:75][cH:76]1.[c:77]1([P:78]([c:79]2[cH:80][cH:81][cH:82][cH:83][cH:84]2)[c:85]2[cH:86][cH:87][cH:88][cH:89][cH:90]2)[cH:91][cH:92][cH:93][cH:94][cH:95]1.[c:96]1([P:97]([c:98]2[cH:99][cH:100][cH:101][cH:102][cH:103]2)[c:104]2[cH:105][cH:106][cH:107][cH:108][cH:109]2)[cH:110][cH:111][cH:112][cH:113][cH:114]1>>[c:2]1([C:28]#[N:29])[n:3][c:4](-[c:12]2[cH:13][c:14]([C:18]([F:19])([F:20])[F:21])[cH:15][cH:16][cH:17]2)[c:5]([CH3:11])[c:6]([CH2:8][CH2:9][CH3:10])[n:7]1. The reactants are CC(C)N(Cc1ccccc1[N+](=O)[O-])C(=O)OC(C)(C)C, CC(=O)O, CCOC(C)=O, [Pd]. Product: CC(C)N(Cc1ccccc1N)C(=O)OC(C)(C)C. As a reaction SMILES: [C:1]([CH3:2])([CH3:3])([CH3:4])[O:5][C:6]([N:7]([CH2:8][c:9]1[c:10]([N+:15]([O-:16])=[O:17])[cH:11][cH:12][cH:13][cH:14]1)[CH:18]([CH3:19])[CH3:20])=[O:21].[CH3:22][C:23](=[O:24])[OH:25].[CH3:26][CH2:27][O:28][C:29](=[O:30])[CH3:31].[Pd:32]>>[C:1]([CH3:2])([CH3:3])([CH3:4])[O:5][C:6]([N:7]([CH2:8][c:9]1[c:10]([NH2:15])[cH:11][cH:12][cH:13][cH:14]1)[CH:18]([CH3:19])[CH3:20])=[O:21].